From a dataset of the Open Reaction Database (ORD), a public repository of structured organic reaction records. describe an organic reaction: reactants, conditions, products, and yield The reactants are COC(C(C)C1=CC(=C(C=C1)C[C@H]1[C@H](CCC1)O)Cl)=O (methyl-2-[3-chloro-4-(cis-2-hydroxycyclopentane-1-yl methyl)phenyl]propionate), [OH-].[Na+] (sodium hydroxide), Cl (hydrochloric acid). Solvent: CO (methanol). The product is ClC=1C=C(C=CC1C[C@H]1[C@H](CCC1)O)C(C(=O)O)C (2-[3-chloro-4-(cis-2-hydroxycyclopentane-1-yl methyl)phenyl] propionic acid). Isolated yield 80.5%. As a reaction SMILES: C[O:2][C:3](=[O:20])[CH:4]([C:6]1[CH:11]=[CH:10][C:9]([CH2:12][C@@H:13]2[CH2:17][CH2:16][CH2:15][C@@H:14]2[OH:18])=[C:8]([Cl:19])[CH:7]=1)[CH3:5].[OH-].[Na+].Cl>CO>[Cl:19][C:8]1[CH:7]=[C:6]([CH:4]([CH3:5])[C:3]([OH:20])=[O:2])[CH:11]=[CH:10][C:9]=1[CH2:12][C@@H:13]1[CH2:17][CH2:16][CH2:15][C@@H:14]1[OH:18] |f:1.2|. Reported procedure: 3 g of methyl-2-[3-chloro-4-(cis-2-hydroxycyclopentane-1-yl methyl)phenyl]propionate were incorporated with 80 ml of an aqueous methanol containing 1.2 g of sodium hydroxide and then refluxed under heat for two hours. After the end of the reaction, the reaction mixture was treated to concentrate the solvent at a reduced pressure, incorporated with 50 ml of water and washed with 50 ml of ethyl acetate, after which the aqueous layer obtained was adjusted to a pH of 2 with conc. hydrochloric acid. ... Starting materials: C(#N)C1=CC=C(C=O)C=C1 (4-cyanobenzaldehyde), C(CO)O (ethylene glycol), C1(=CC=C(C=C1)S(=O)(=O)O)C (p-toluenesulfonic acid). The solvent is C1(=CC=CC=C1)C (toluene). Product: O1C(OCC1)C1=CC=C(C#N)C=C1 (4-(1,3-dioxolan-2-yl)benzonitrile). Reaction SMILES: [C:1]([C:3]1[CH:10]=[CH:9][C:6]([CH:7]=[O:8])=[CH:5][CH:4]=1)#[N:2].[CH2:11](O)[CH2:12][OH:13].C1(C)C=CC(S(O)(=O)=O)=CC=1>C1(C)C=CC=CC=1>[O:8]1[CH2:11][CH2:12][O:13][CH:7]1[C:6]1[CH:9]=[CH:10][C:3]([C:1]#[N:2])=[CH:4][CH:5]=1. Procedure: To a solution of 4-cyanobenzaldehyde (20.0 g, 152.5 mmol) and ethylene glycol (25.5 mL, 457.5 mmol) in toluene (250 mL) was added p-toluenesulfonic acid (300 mg). The flask was equipped with a Dean-Stark trap and the mixture heated to reflux. After 5 hr the mixture was concentrated. The residue was taken up in ethyl acetate and washed with saturated NaHCO3, water (2×), and brine. The organic layer was dried (MgSO4), filtered, and concentrated to give 4-(1,3-dioxolan-2-yl)benzonitrile as a clear ... The reactants are C(C1=CC=CC=C1)OC1=CC=C(C(=O)O)C=C1 (4-benzyloxy-benzoic acid), C=1C=CC2=C(C1)N=NN2O (HOBT), CCN=C=NCCCN(C)C (EDAC), CCN(C(C)C)C(C)C (DIPEA), CC12CC(CC(NC1)C2)(C)C (1,3,3-trimethyl-6-aza-bicyclo[3.2.1]octane). Solvent: C1CCOC1 (THF). Conditions: time 10 minute. The product is C(C1=CC=CC=C1)OC1=CC=C(C=C1)C(=O)N1C2CC(CC(C1)(C2)C)(C)C ((4-Benzyloxy-phenyl)-(1,3,3-trimethyl-6-aza-bicyclo[3.2.1]oct-6-yl)-methanone). Isolated yield 76.6%. RXN SMILES: [CH2:1]([O:8][C:9]1[CH:17]=[CH:16][C:12]([C:13]([OH:15])=O)=[CH:11][CH:10]=1)[C:2]1[CH:7]=[CH:6][CH:5]=[CH:4][CH:3]=1.C1C=CC2N(O)N=NC=2C=1.CCN=C=NCCCN(C)C.CCN(C(C)C)C(C)C.[CH3:48][C:49]12[CH2:56][CH:53]([NH:54][CH2:55]1)[CH2:52][C:51]([CH3:58])([CH3:57])[CH2:50]2>C1COCC1>[CH2:1]([O:8][C:9]1[CH:10]=[CH:11][C:12]([C:13]([N:54]2[CH2:55][C:49]3([CH3:48])[CH2:56][CH:53]2[CH2:52][C:51]([CH3:58])([CH3:57])[CH2:50]3)=[O:15])=[CH:16][CH:17]=1)[C:2]1[CH:3]=[CH:4][CH:5]=[CH:6][CH:7]=1. Procedure details: To a mixture of 4-benzyloxy-benzoic acid (0.5 g, 2.191 mmol) and HOBT (326 mg, 2.41 mmol) in dry THF (50 ml) was added EDAC (462 mg, 2.41 mmol). The resulting mixture was stirred for 10 min. followed by addition of a mixture of DIPEA (420 μl, 2.41 mmol) and 1,3,3-trimethyl-6-aza-bicyclo[3.2.1]octane (410 μl, 2.41 mmol). The reaction mixture was stirred for an additional 16 hrs. and evaporated to dryness. To the residue was added water (50 ml) and the resulting mixture was extracted with EtOAc (2... Reactants: CC1(OC[C@@H](O1)C=1N=CC(=NC1)N)C (5-((S)-2,2-dimethyl-[1,3]dioxolan-4-yl)-pyrazin-2-ylamine), N1=C(C=CC=C1C)C (2,6-lutidine), CSCC[C@@H](C(=O)O)N1C(C2=CC=CC(=C2C1)C(F)(F)F)=O ((S)-4-methylsulfanyl-2-(1-oxo-4-trifluoromethyl-1,3-dihydro-isoindol-2-yl)-butyric acid), C(C(=O)Cl)(=O)Cl (oxalyl chloride). Yields the product CC1(OC[C@@H](O1)C=1N=CC(=NC1)NC([C@H](CCSC)N1C(C2=CC=CC(=C2C1)C(F)(F)F)=O)=O)C ((S)—N-[5-((S)-2,2-dimethyl-[1,3]dioxolan-4-yl)-pyrazin-2-yl]-4-methylsulfanyl-2-(1-oxo-4-trifluoromethyl-1,3-dihydro-isoindol-2-yl)-butyramide). The solvent is C(Cl)Cl (methylene chloride), C(Cl)Cl (methylene chloride), C(Cl)Cl (methylene chloride), CO (methanol). As a reaction SMILES: [CH3:1][S:2][CH2:3][CH2:4][C@H:5]([N:9]1[CH2:17][C:16]2[C:11](=[CH:12][CH:13]=[CH:14][C:15]=2[C:18]([F:21])([F:20])[F:19])[C:10]1=[O:22])[C:6](O)=[O:7].C(Cl)(=O)C(Cl)=O.[CH3:29][C:30]1([CH3:42])[O:34][C@@H:33]([C:35]2[N:36]=[CH:37][C:38]([NH2:41])=[N:39][CH:40]=2)[CH2:32][O:31]1.N1C(C)=CC=CC=1C>C(Cl)Cl.CN(C)C=O.CO>[CH3:29][C:30]1([CH3:42])[O:34][C@@H:33]([C:35]2[N:36]=[CH:37][C:38]([NH:41][C:6](=[O:7])[C@@H:5]([N:9]3[CH2:17][C:16]4[C:11](=[CH:12][CH:13]=[CH:14][C:15]=4[C:18]([F:20])([F:19])[F:21])[C:10]3=[O:22])[CH2:4][CH2:3][S:2][CH3:1])=[N:39][CH:40]=2)[CH2:32][O:31]1. Reported procedure: A solution of (S)-4-methylsulfanyl-2-(1-oxo-4-trifluoromethyl-1,3-dihydro-isoindol-2-yl)-butyric acid (57 mg, 0.17 mmol) in methylene chloride (5 mL) and N,N-dimethylformamide (3 drops) at room temperature was treated with a solution of oxalyl chloride (2.0M in methylene chloride, 210 μL, 0.34 mmol) and stirred for 15 min. After this time, the reaction mixture was concentrated in vacuo and then diluted with methylene chloride (5 mL) and added to a flask containing a solution of 5-((S)-2,2-dimeth... The yield is 32.3%. Reagents/catalysts: CN(C=O)C (N,N-dimethylformamide). Conditions: time 15 minute. The reactants are CO, Cl, CNN(CCF)C(=O)C(=O)O, [Na+], [OH-], O. Yields the product CN(CCF)C(=O)C(=O)O. RXN SMILES: [CH3:1][OH:2].[ClH:5].[F:6][CH2:7][CH2:8][N:9]([C:10]([C:11](=[O:12])[OH:13])=[O:14])[NH:15][CH3:16].[Na+:4].[OH-:3].[OH2:17]>>[CH3:1][N:9]([CH2:8][CH2:7][F:6])[C:10]([C:11](=[O:12])[OH:13])=[O:14].